Task: describe an organic reaction: reactants, conditions, products, and yield. Dataset: the Open Reaction Database (ORD), a public repository of structured organic reaction records The product is CCCC(C=NNC(=O)OCC)c1ccc(Cl)cc1Cl. The reactants are CCOC(=O)NN, CC(=O)O, CO, CCCC(C#N)c1ccc(Cl)cc1Cl, [H][H]. Reaction SMILES: [CH2:15]([CH3:16])[O:17][C:18](=[O:19])[NH:20][NH2:21].[CH3:22][C:23](=[O:24])[OH:25].[CH3:28][OH:29].[Cl:1][c:2]1[c:3]([CH:9]([C:10]#[N:11])[CH2:12][CH2:13][CH3:14])[cH:4][cH:5][c:6]([Cl:8])[cH:7]1.[H:26][H:27]>>[Cl:1][c:2]1[c:3]([CH:9]([CH:10]=[N:11][NH:20][C:18]([O:17][CH2:15][CH3:16])=[O:19])[CH2:12][CH2:13][CH3:14])[cH:4][cH:5][c:6]([Cl:8])[cH:7]1. The reactants are C1COCCO1, CCOC(C)=O, NCc1ccc(Cl)cc1Cl, COC(=O)c1cnc(Cl)nc1C(F)(F)F. Yields the product COC(=O)c1cnc(NCc2ccc(Cl)cc2Cl)nc1C(F)(F)F. Reaction SMILES: [CH2:26]1[O:27][CH2:28][CH2:29][O:30][CH2:31]1.[CH3:32][CH2:33][O:34][C:35](=[O:36])[CH3:37].[Cl:16][c:17]1[c:18]([CH2:19][NH2:20])[cH:21][cH:22][c:23]([Cl:25])[cH:24]1.[Cl:1][c:2]1[n:3][cH:4][c:5]([C:12](=[O:13])[O:14][CH3:15])[c:6]([C:8]([F:9])([F:10])[F:11])[n:7]1>>[c:2]1([NH:20][CH2:19][c:18]2[c:17]([Cl:16])[cH:24][c:23]([Cl:25])[cH:22][cH:21]2)[n:3][cH:4][c:5]([C:12](=[O:13])[O:14][CH3:15])[c:6]([C:8]([F:9])([F:10])[F:11])[n:7]1.